This data is from the Open Reaction Database (ORD), a public repository of structured organic reaction records. The task is: describe an organic reaction: reactants, conditions, products, and yield Reactants: BrC1=CC(=C(C=C1C)N)F (4-bromo-2-fluoro-5-methylbenzenamine), BrCC1=CC=CC=C1 ((bromomethyl)benzene), C([O-])([O-])=O.[K+].[K+] (potassium carbonate). The solvent is C(C)#N (acetonitrile). Run at temperature 100 celsius. Yields the product C(C1=CC=CC=C1)N(C1=C(C=C(C(=C1)C)Br)F)CC1=CC=CC=C1 (N,N-dibenzyl-4-bromo-2-fluoro-5-methylbenzenamine). Reaction SMILES: [Br:1][C:2]1[C:7]([CH3:8])=[CH:6][C:5]([NH2:9])=[C:4]([F:10])[CH:3]=1.Br[CH2:12][C:13]1[CH:18]=[CH:17][CH:16]=[CH:15][CH:14]=1.C(=O)([O-])[O-].[K+].[K+]>C(#N)C>[CH2:12]([N:9]([CH2:8][C:7]1[CH:2]=[CH:3][CH:4]=[CH:5][CH:6]=1)[C:5]1[CH:6]=[C:7]([CH3:8])[C:2]([Br:1])=[CH:3][C:4]=1[F:10])[C:13]1[CH:18]=[CH:17][CH:16]=[CH:15][CH:14]=1 |f:2.3.4|. Procedure: A suspension of 4-bromo-2-fluoro-5-methylbenzenamine (1 g, 4.9 mmol), (bromomethyl)benzene (2.5 g, 14.7 mmol) and potassium carbonate (2 g, 14.7 mmol) in acetonitrile (80 mL) was heated in a sealed tube at 100° C. for 16 hours. After concentration, the residue was diluted with ethyl acetate (80 mL), washed with water (20 mL), dried over anhydrous sodium sulfate filtered, and concentrated. The residue was purified by flash chromatography on silica gel (200-300 mesh) eluting with 50/1 petroleum et... Reactants: C(C=1C(O)=CC=CC1)(=O)OC (methyl salicylate), C(=O)([O-])[O-].[K+].[K+] (K2CO3), ClCC(=O)OC (methyl chloroacetate). Run in CC(=O)C (acetone). The product is COC(C1=C(C=CC=C1)OCC(=O)OC)=O (2-Methoxycarbonylmethoxy-benzoic acid methyl ester). Yield: 17.0%. As a reaction SMILES: [C:1]([O:10][CH3:11])(=[O:9])[C:2]1[C:3](=[CH:5][CH:6]=[CH:7][CH:8]=1)[OH:4].C([O-])([O-])=O.[K+].[K+].Cl[CH2:19][C:20]([O:22][CH3:23])=[O:21]>CC(C)=O>[CH3:11][O:10][C:1](=[O:9])[C:2]1[CH:8]=[CH:7][CH:6]=[CH:5][C:3]=1[O:4][CH2:19][C:20]([O:22][CH3:23])=[O:21] |f:1.2.3|. Reported procedure: To a mixture of methyl salicylate (100 g, 657 mmol) and anhydrous K2CO3 (360 g, 2.605 mol) in anhydrous acetone (1000 ml) was added methyl chloroacetate (94 g, 866 mmol) and refluxed for 36 hours. The acetone was distilled off and water (1200 ml) was added. Crude 1 was extracted into chloroform, dried over Na2SO4 distilled and purified by column chromatography on silica gel using hexane as eluant to give pure 1 (25 grams, 17%) as a light yellow syrup. The reactants are ClCCl, O=C(O)C(CC1CCCCC1)N1CC2=C(Oc3c(Cl)cccc3C2)C1=O, Nc1ccccn1, O, On1nnc2ccccc21. The product is O=C(Nc1ccccn1)C(CC1CCCCC1)N1CC2=C(Oc3c(Cl)cccc3C2)C1=O. RXN SMILES: [CH2:44]([Cl:45])[Cl:46].[Cl:1][c:2]1[cH:3][cH:4][cH:5][c:6]2[c:26]1[O:25][C:9]1=[C:8]([CH2:7]2)[CH2:12][N:11]([CH:13]([C:14](=[O:15])[OH:16])[CH2:17][CH:18]2[CH2:19][CH2:20][CH2:21][CH2:22][CH2:23]2)[C:10]1=[O:24].[NH2:27][c:28]1[n:29][cH:30][cH:31][cH:32][cH:33]1.[OH2:47].[OH:34][n:35]1[c:36]2[cH:37][cH:38][cH:39][cH:40][c:41]2[n:42][n:43]1>>[Cl:1][c:2]1[cH:3][cH:4][cH:5][c:6]2[c:26]1[O:25][C:9]1=[C:8]([CH2:7]2)[CH2:12][N:11]([CH:13]([C:14](=[O:15])[NH:27][c:28]2[n:29][cH:30][cH:31][cH:32][cH:33]2)[CH2:17][CH:18]2[CH2:19][CH2:20][CH2:21][CH2:22][CH2:23]2)[C:10]1=[O:24].